From a dataset of the Open Reaction Database (ORD), a public repository of structured organic reaction records. describe an organic reaction: reactants, conditions, products, and yield Reactants: CS(=O)(=O)C1=NC=CC(=N1)C1=C(C(N2N1CCC2)=O)OC2=C(C=CC=C2)C (3-(2-methanesulfonyl-pyrimidin-4-yl)-2-o-tolyloxy-6,7-dihydro-5H-pyrazolo[1,2-a]pyrazol-1-one), COC[C@H](C)N ((S)-1-methoxy-2-propylamine). Solvent: C1(=CC=CC=C1)C (toluene). Run at temperature 115 celsius. Yields the product COC[C@H](C)NC1=NC=CC(=N1)C1=C(C(N2N1CCC2)=O)OC2=C(C=CC=C2)C ((S)-3-[2-(2-Methoxy-1-methyl-ethylamino)-pyrimidin-4-yl]-2-o-tolyloxy-6,7-dihydro-5H-pyrazolo[1,2-a]pyrazol-1-one). RXN SMILES: CS([C:5]1[N:10]=[C:9]([C:11]2[N:15]3[CH2:16][CH2:17][CH2:18][N:14]3[C:13](=[O:19])[C:12]=2[O:20][C:21]2[CH:26]=[CH:25][CH:24]=[CH:23][C:22]=2[CH3:27])[CH:8]=[CH:7][N:6]=1)(=O)=O.[CH3:28][O:29][CH2:30][C@@H:31]([NH2:33])[CH3:32]>C1(C)C=CC=CC=1>[CH3:28][O:29][CH2:30][C@@H:31]([NH:33][C:5]1[N:10]=[C:9]([C:11]2[N:15]3[CH2:16][CH2:17][CH2:18][N:14]3[C:13](=[O:19])[C:12]=2[O:20][C:21]2[CH:26]=[CH:25][CH:24]=[CH:23][C:22]=2[CH3:27])[CH:8]=[CH:7][N:6]=1)[CH3:32]. Procedure: To a solution of 3-(2-methanesulfonyl-pyrimidin-4-yl)-2-o-tolyloxy-6,7-dihydro-5H-pyrazolo[1,2-a]pyrazol-1-one, 3, (0.11 g, 0.28 mmol) in toluene (4 mL) is added (S)-1-methoxy-2-propylamine (0.10 g, 1.13 mmol). The reaction mixture is heated to 115° C. for 24 h. The solvent is removed in vacuo and the resulting residue is purified by preparative HPLC to afford 52 mg of the desired product as a yellow solid. 1H NMR (300 MHz, CDCl3) δ 8.28 (d, J=5.1 Hz, 1H), 7.22 (d, J=7.2 Hz, 1H), 7.16 (d, J=5.4 ... Starting materials: ClC1=C(C#N)C(=CC(=C1)Cl)C (2,4-dichloro-6-methylbenzonitrile), Cl (hydrochloric acid). Run in O1CCOCC1 (dioxane). The product is Cl.ClC1=C(CN)C(=CC(=C1)Cl)C (2,4-Dichloro-6-methylbenzylamine hydrochloride). RXN SMILES: [Cl:1][C:2]1[CH:9]=[C:8]([Cl:10])[CH:7]=[C:6]([CH3:11])[C:3]=1[C:4]#[N:5].Cl>O1CCOCC1>[ClH:1].[Cl:1][C:2]1[CH:9]=[C:8]([Cl:10])[CH:7]=[C:6]([CH3:11])[C:3]=1[CH2:4][NH2:5] |f:3.4|. Procedure details: The preparation takes place in analogy to Example 6A from 2,4-dichloro-6-methylbenzonitrile with subsequent treatment with 4N hydrochloric acid in dioxane. The reactants are BrC1=CC(=C(C=C1)S(=O)(=O)Cl)F (4-Bromo-2-fluoro-benzenesulfonyl chloride). Reagents/catalysts: [Fe](Cl)(Cl)Cl (iron (III) chloride). The solvent is C1=CC=CC=C1 (benzene). Product: BrC1=CC(=C(C=C1)S(=O)(=O)C1=CC=CC=C1)F (4-Bromo-2-fluoro-1-(phenylsulfonyl)benzene). RXN SMILES: [Br:1][C:2]1[CH:7]=[CH:6][C:5]([S:8](Cl)(=[O:10])=[O:9])=[C:4]([F:12])[CH:3]=1>[Fe](Cl)(Cl)Cl.C1C=CC=CC=1>[Br:1][C:2]1[CH:7]=[CH:6][C:5]([S:8]([C:2]2[CH:7]=[CH:6][CH:5]=[CH:4][CH:3]=2)(=[O:10])=[O:9])=[C:4]([F:12])[CH:3]=1. Procedure details: 4-Bromo-2-fluoro-benzenesulfonyl chloride (2 g), benzene (1.3 ml) and iron (III) chloride (35 mg) were heated in a sealed tube using a microwave at 200 Watts for 15 seconds. After cooling purification by flash column chromatography (eluent 20% EtOAc/Hexane) gave the subtitle compound as a solid, yield 1.8 g. Starting materials: CC(C)(C)c1ccc(C(=O)O)c(Br)c1, O=C([O-])[O-], Cc1ccccc1, Oc1ccc(F)cc1Cl, [Cs+], [Cs+], [Cu+], O=S(=O)([O-])C(F)(F)F, c1ccccc1. The product is CC(C)(C)c1ccc(C(=O)O)c(Oc2ccc(F)cc2Cl)c1. RXN SMILES: [Br:1][c:2]1[c:3]([C:4](=[O:5])[OH:6])[cH:7][cH:8][c:9]([C:11]([CH3:12])([CH3:13])[CH3:14])[cH:10]1.[C:24](=[O:25])([O-:26])[O-:27].[CH3:30][c:31]1[cH:32][cH:33][cH:34][cH:35][cH:36]1.[Cl:15][c:16]1[c:17]([OH:23])[cH:18][cH:19][c:20]([F:22])[cH:21]1.[Cs+:28].[Cs+:29].[Cu+:51].[S:43]([O-:44])([C:45]([F:46])([F:47])[F:48])(=[O:49])=[O:50].[cH:37]1[cH:38][cH:39][cH:40][cH:41][cH:42]1>>[c:2]1([O:23][c:17]2[c:16]([Cl:15])[cH:21][c:20]([F:22])[cH:19][cH:18]2)[c:3]([C:4](=[O:5])[OH:6])[cH:7][cH:8][c:9]([C:11]([CH3:12])([CH3:13])[CH3:14])[cH:10]1. Starting materials: O=C(N=C=S)c1ccccc1, O=C([O-])[O-], C1CCOC1, COc1cc(N)ccc1-n1cnc(C)c1, [K+], [K+], O. Yields the product COc1cc(NC(N)=S)ccc1-n1cnc(C)c1. As a reaction SMILES: [C:16](=[O:17])([c:18]1[cH:19][cH:20][cH:21][cH:22][cH:23]1)[N:24]=[C:25]=[S:26].[C:27](=[O:28])([O-:29])[O-:30].[CH2:33]1[O:34][CH2:35][CH2:36][CH2:37]1.[CH3:1][O:2][c:3]1[cH:4][c:5]([NH2:15])[cH:6][cH:7][c:8]1-[n:9]1[cH:10][n:11][c:12]([CH3:14])[cH:13]1.[K+:31].[K+:32].[OH2:38]>>[CH3:1][O:2][c:3]1[cH:4][c:5]([NH:15][C:25]([NH2:24])=[S:26])[cH:6][cH:7][c:8]1-[n:9]1[cH:10][n:11][c:12]([CH3:14])[cH:13]1. Reactants: COC(=O)c1cccc(CCCC(NC(=O)C(Cc2cccc(C)c2)NC(=O)C(c2ccccc2)c2ccccc2)C(N)=O)c1, CCOC(C)=O, O=C(Cl)C(=O)Cl, CN(C)C=O, c1ccncc1. The product is COC(=O)c1cccc(CCCC(C#N)NC(=O)C(Cc2cccc(C)c2)NC(=O)C(c2ccccc2)c2ccccc2)c1. As a reaction SMILES: [CH3:18][O:19][C:20](=[O:21])[c:22]1[cH:23][c:24]([CH2:28][CH2:29][CH2:30][CH:31]([C:32](=[O:33])[NH2:34])[NH:35][C:36]([CH:37]([NH:38][C:39]([CH:40]([c:41]2[cH:42][cH:43][cH:44][cH:45][cH:46]2)[c:47]2[cH:48][cH:49][cH:50][cH:51][cH:52]2)=[O:53])[CH2:54][c:55]2[cH:56][c:57]([CH3:61])[cH:58][cH:59][cH:60]2)=[O:62])[cH:25][cH:26][cH:27]1.[CH3:63][CH2:64][O:65][C:66]([CH3:67])=[O:68].[Cl:1][C:2]([C:3]([Cl:4])=[O:5])=[O:6].[O:7]=[CH:8][N:9]([CH3:10])[CH3:11].[cH:12]1[cH:13][cH:14][n:15][cH:16][cH:17]1>>[CH3:18][O:19][C:20](=[O:21])[c:22]1[cH:23][c:24]([CH2:28][CH2:29][CH2:30][CH:31]([C:32]#[N:34])[NH:35][C:36]([CH:37]([NH:38][C:39]([CH:40]([c:41]2[cH:42][cH:43][cH:44][cH:45][cH:46]2)[c:47]2[cH:48][cH:49][cH:50][cH:51][cH:52]2)=[O:53])[CH2:54][c:55]2[cH:56][c:57]([CH3:61])[cH:58][cH:59][cH:60]2)=[O:62])[cH:25][cH:26][cH:27]1.